This data is from the Open Reaction Database (ORD), a public repository of structured organic reaction records. The task is: describe an organic reaction: reactants, conditions, products, and yield Yields the product FC(C=1C=CC(=C(C(=O)O)C1)NS(=O)(=O)C(F)(F)F)(F)F (5-(trifluoromethyl)-2-(trifluoromethylsulfonamido)benzoic acid). The solvent is C1CCOC1 (THF), O (water). As a reaction SMILES: [F:1][C:2]([F:22])([F:21])[C:3]1[CH:4]=[CH:5][C:6]([NH:13][S:14]([C:17]([F:20])([F:19])[F:18])(=[O:16])=[O:15])=[C:7]([CH:12]=1)[C:8]([O:10]C)=[O:9].[OH-].[Li+].Cl>C1COCC1.O>[F:22][C:2]([F:1])([F:21])[C:3]1[CH:4]=[CH:5][C:6]([NH:13][S:14]([C:17]([F:18])([F:19])[F:20])(=[O:16])=[O:15])=[C:7]([CH:12]=1)[C:8]([OH:10])=[O:9] |f:1.2|. Procedure: To a solution of methyl 5-(trifluoromethyl)-2-(trifluoromethylsulfonamido)benzoate (2.7 g, 7.7 mmol) in 55 ml of THF was added lithium hydroxide (0.97 g, 23.1 mmol) in 55 ml of water and stirred at RT over night. The reaction mixture was acidified with 1.5N HCl and extracted with ethyl acetate. The organic layer was washed with water, brine and concentrated to give 5-(trifluoromethyl)-2-(trifluoromethylsulfonamido)benzoic acid (2 g) as white solid. 1H NMR (DMSO-d6, 400 MHz) δ 7.77 (m, 2H), 8.18 ... Starting materials: Cl (HCl), FC(C=1C=CC(=C(C(=O)OC)C1)NS(=O)(=O)C(F)(F)F)(F)F (methyl 5-(trifluoromethyl)-2-(trifluoromethylsulfonamido)benzoate), [OH-].[Li+] (lithium hydroxide). Yield: 77.0%.